This data is from the Open Reaction Database (ORD), a public repository of structured organic reaction records. The task is: describe an organic reaction: reactants, conditions, products, and yield Reactants: O=C([O-])[O-], Cc1ccc([N+](=O)[O-])c(O)c1, CC#N, CC(C)I, [K+], [K+]. Yields the product Cc1ccc([N+](=O)[O-])c(OC(C)C)c1. Reaction SMILES: [C:16](=[O:17])([O-:18])[O-:19].[CH3:1][c:2]1[cH:3][cH:4][c:5]([N+:9](=[O:10])[O-:11])[c:6]([OH:8])[cH:7]1.[CH3:22][C:23]#[N:24].[I:12][CH:13]([CH3:14])[CH3:15].[K+:20].[K+:21]>>[CH3:1][c:2]1[cH:3][cH:4][c:5]([N+:9](=[O:10])[O-:11])[c:6]([O:8][CH:13]([CH3:14])[CH3:15])[cH:7]1. Yields the product Cn1nc(C(F)(F)F)c(CBr)c1OC(F)F. The reactants are O=C1CCC(=O)N1Br, ClC(Cl)(Cl)Cl, Cc1c(C(F)(F)F)nn(C)c1OC(F)F, CC(C)(C#N)N=NC(C)(C)C#N, O. As a reaction SMILES: [Br:16][N:17]1[C:18](=[O:19])[CH2:20][CH2:21][C:22]1=[O:23].[C:37]([Cl:38])([Cl:39])([Cl:40])[Cl:41].[F:1][CH:2]([O:3][c:4]1[c:5]([CH3:14])[c:6]([C:10]([F:11])([F:12])[F:13])[n:7][n:8]1[CH3:9])[F:15].[N:24]([C:25]([CH3:26])([CH3:27])[C:28]#[N:29])=[N:30][C:31]([CH3:32])([CH3:33])[C:34]#[N:35].[OH2:36]>>[F:1][CH:2]([O:3][c:4]1[c:5]([CH2:14][Br:16])[c:6]([C:10]([F:11])([F:12])[F:13])[n:7][n:8]1[CH3:9])[F:15].